From a dataset of the Open Reaction Database (ORD), a public repository of structured organic reaction records. describe an organic reaction: reactants, conditions, products, and yield Reactants: C(C)(=O)O (acetic acid), BrC1=C(C=C(C=C1C)[N+](=O)[O-])Cl (2-bromo-1-chloro-3-methyl-5-nitro-benzene), O (water), C([O-])(O)=O.[Na+] (sodium bicarbonate). Reagents/catalysts: [Fe] (Iron). Run in C(C)O (ethanol). Run at temperature 100 celsius, time 1 hour. Yields the product BrC1=C(C=C(C=C1C)N)Cl (4-bromo-3-chloro-5-methyl-phenylamine). The yield is 97.5%. As a reaction SMILES: C(O)(=O)C.[Br:5][C:6]1[C:11]([CH3:12])=[CH:10][C:9]([N+:13]([O-])=O)=[CH:8][C:7]=1[Cl:16].O.C(=O)(O)[O-].[Na+]>C(O)C.[Fe]>[Br:5][C:6]1[C:11]([CH3:12])=[CH:10][C:9]([NH2:13])=[CH:8][C:7]=1[Cl:16] |f:3.4|. Reported procedure: Iron (2.34 g, 41.8 mmol) and acetic acid (0.80 mL, 14.0 mmol) were added to a mixed solution of 2-bromo-1-chloro-3-methyl-5-nitro-benzene (3.50 g, 14.0 mmol) in ethanol (15 mL)-water (31 mL) at room temperature. The mixture was stirred at 100° C. for one hour, and a saturated aqueous sodium bicarbonate solution was then added at 0° C. The mixture was filtered through celite, and the filtrate was washed with ethyl acetate and water. The filtrate was concentrated under reduced pressure. Ethyl acet... Starting materials: CC(=O)C1=CC=C(C=C1)C(F)(F)F (4-(trifluoromethyl)acetophenone), C(OC)(OC)OC (trimethyl orthoformate), CO (MeOH). The reagents and catalysts are [Br-].[Br-].[Br-].C(CCC)[N+](CCCC)(CCCC)CCCC.C(CCC)[N+](CCCC)(CCCC)CCCC.C(CCC)[N+](CCCC)(CCCC)CCCC (tetrabutylammonium tribromide). Run at time 24 hour. The product is COC(C)(OC)C1=CC=C(C=C1)C(F)(F)F (1-[1,1-bis-(Methyloxy)ethyl]-4-(trifluoromethyl)benzene). As a reaction SMILES: [CH3:1][C:2]([C:4]1[CH:9]=[CH:8][C:7]([C:10]([F:13])([F:12])[F:11])=[CH:6][CH:5]=1)=[O:3].[CH:14](OC)(OC)[O:15]C.[CH3:21]O>[Br-].[Br-].[Br-].C([N+](CCCC)(CCCC)CCCC)CCC.C([N+](CCCC)(CCCC)CCCC)CCC.C([N+](CCCC)(CCCC)CCCC)CCC>[CH3:21][O:3][C:2]([C:4]1[CH:9]=[CH:8][C:7]([C:10]([F:11])([F:12])[F:13])=[CH:6][CH:5]=1)([O:15][CH3:14])[CH3:1] |f:3.4.5.6.7.8|. Reported procedure: To a stirred solution of 4-(trifluoromethyl)acetophenone (purchased from Aldrich, 3.76 g, 20 mmol) in MeOH (3 ml) was added trimethyl orthoformate (2.33 g, 22 mmol) and tetrabutylammonium tribromide (96.4 mg, 0.2 mmol) successively. The mixture was stirred at room temperature for 24 hours, quenched with saturated aqueous sodium bicarbonate, and extracted with diethyl ether. The organic layer was washed with brine and dried over sodium sulfate. The mixture was filtered and concentrated in vacuo t... Starting materials: CCCP(=O)(O)O, Cn1ncc(C(=O)O)c1C(=O)Nc1ccn2nc(-c3cccnc3)nc2c1, CCN(C(C)C)C(C)C, Cl, FC1CNC1, C1CCOC1. The product is Cn1ncc(C(=O)N2CC(F)C2)c1C(=O)Nc1ccn2nc(-c3cccnc3)nc2c1. Reaction SMILES: [CH2:34]([P:35]([OH:36])([OH:37])=[O:38])[CH2:39][CH3:40].[CH3:1][n:2]1[n:3][cH:4][c:5]([C:25](=[O:26])[OH:27])[c:6]1[C:7]([NH:8][c:9]1[cH:10][c:11]2[n:12]([cH:13][cH:14]1)[n:15][c:16](-[c:18]1[cH:19][n:20][cH:21][cH:22][cH:23]1)[n:17]2)=[O:24].[CH:41]([N:42]([CH2:43][CH3:44])[CH:45]([CH3:46])[CH3:47])([CH3:48])[CH3:49].[ClH:28].[F:29][CH:30]1[CH2:31][NH:32][CH2:33]1.[O:50]1[CH2:51][CH2:52][CH2:53][CH2:54]1>>[CH3:1][n:2]1[n:3][cH:4][c:5]([C:25](=[O:26])[N:32]2[CH2:31][CH:30]([F:29])[CH2:33]2)[c:6]1[C:7]([NH:8][c:9]1[cH:10][c:11]2[n:12]([cH:13][cH:14]1)[n:15][c:16](-[c:18]1[cH:19][n:20][cH:21][cH:22][cH:23]1)[n:17]2)=[O:24]. Reactants: C(C)(C)(C)OC(NCC=1N(C(C2=CC=C(C=C2C1C1=CC=CC=C1)C1=NOC(N1)=O)=O)CC(C)C)=O (Tert-butyl[2-isobutyl-1-oxo-6-(5-oxo-4,5-dihydro-1,2,4-oxadiazol-3-yl)-4-phenyl-1,2-dihydro-3-isoquinolinyl]methylcarbamate), Cl (hydrogen chloride). Run in C(C)O (ethanol), C(C)(=O)OCC (ethyl acetate). Conditions: time 30 minute. The product is Cl.NCC=1N(C(C2=CC=C(C=C2C1C1=CC=CC=C1)C1=NOC(N1)=O)=O)CC(C)C (3-(aminomethyl)-2-isobutyl-6-(5-oxo-4,5-dihydro-1,2,4-oxadiazol-3-yl)-4-phenyl-1(2H)-isoquinolinone hydrochloride). The yield is 80.0%. As a reaction SMILES: C(OC(=O)[NH:7][CH2:8][C:9]1[N:10]([CH2:32][CH:33]([CH3:35])[CH3:34])[C:11](=[O:31])[C:12]2[C:17]([C:18]=1[C:19]1[CH:24]=[CH:23][CH:22]=[CH:21][CH:20]=1)=[CH:16][C:15]([C:25]1[NH:29][C:28](=[O:30])[O:27][N:26]=1)=[CH:14][CH:13]=2)(C)(C)C.[ClH:37]>C(O)C.C(OCC)(=O)C>[ClH:37].[NH2:7][CH2:8][C:9]1[N:10]([CH2:32][CH:33]([CH3:35])[CH3:34])[C:11](=[O:31])[C:12]2[C:17]([C:18]=1[C:19]1[CH:20]=[CH:21][CH:22]=[CH:23][CH:24]=1)=[CH:16][C:15]([C:25]1[NH:29][C:28](=[O:30])[O:27][N:26]=1)=[CH:14][CH:13]=2 |f:4.5|. Procedure details: Tert-butyl[2-isobutyl-1-oxo-6-(5-oxo-4,5-dihydro-1,2,4-oxadiazol-3-yl)-4-phenyl-1,2-dihydro-3-isoquinolinyl]methylcarbamate (0.18 g, 0.37 mmol) was dissolved in ethanol (4 ml) and a solution (4 ml) of 4N hydrogen chloride in ethyl acetate was added. The mixture was stirred at room temperature for 30 min. The reaction mixture was concentrated under reduced pressure, and the residue was washed with diisopropyl ether (2 ml) and recrystallized from ethyl acetate-ethanol (20:1) to give 3-(aminomethyl...